From a dataset of the Open Reaction Database (ORD), a public repository of structured organic reaction records. describe an organic reaction: reactants, conditions, products, and yield Starting materials: O (water), C(C)(C)(C)C1=CC(=C(C=C1)O)I (4-t-butyl-2-iodophenol), COC1=CC=C(C=C1)C#C (4-Methoxyphenylacetylene), PdCl2P(PH3)2. Run in CN(C)C=O.C(C)NCC (DMF Diethylamine). Reaction conditions: time 1 hour. The product is C(C)(C)(C)C=1C=CC2=C(C=C(O2)C2=CC=C(C=C2)OC)C1 (5-tert-Butyl-2-(4-methoxy-phenyl)-benzofuran). Reaction SMILES: [C:1]([C:5]1[CH:10]=[CH:9][C:8]([OH:11])=[C:7](I)[CH:6]=1)([CH3:4])([CH3:3])[CH3:2].[CH3:13][O:14][C:15]1[CH:20]=[CH:19][C:18]([C:21]#[CH:22])=[CH:17][CH:16]=1.O>CN(C=O)C.C(NCC)C>[C:1]([C:5]1[CH:10]=[CH:9][C:8]2[O:11][C:21]([C:18]3[CH:19]=[CH:20][C:15]([O:14][CH3:13])=[CH:16][CH:17]=3)=[CH:22][C:7]=2[CH:6]=1)([CH3:4])([CH3:3])[CH3:2] |f:3.4|. Procedure: A solution of 4-t-butyl-2-iodophenol [38941-98-9] (1.09 g, 3.6 mmol), 4-Methoxyphenylacetylene (0.53 g, 4.0 mmol), PdCl2P(PH3)2 (70 mg), and Cul (50 mg) in DMF/Diethylamine (10 ml) was heated to 60° C. After 1 hr, the reaction was cooled and poured into water which was extracted with EtOAc. The organic layer was dried, concentrated to give a solid which was triturated with MeOH, filtered to give 84 as a solid. Starting materials: N1=CC=CC2=CC=C(C=C12)OC1=CC(=NC=N1)C1=C(C=C(C=C1)C(F)(F)F)N (2-[6-(Quinolin-7-yloxy)-pyrimidin-4-yl]-5-trifluoromethyl-phenylamine), C1(CCCCC1)C=O (cyclohexanecarboxaldehyde), [BH-](OC(=O)C)(OC(=O)C)OC(=O)C.[Na+] (NaBH(OAc)3). Solvent: C(=O)(O)[O-].[Na+] (NaHCO3), O (H2O), ClCCCl (1,2-dichloroethane). Reaction conditions: time 18 hour. The product is C1(CCCCC1)CNC1=C(C=CC(=C1)C(F)(F)F)C1=NC=NC(=C1)OC1=CC=C2C=CC=NC2=C1 (Cyclohexylmethyl-{2-[6-(quinolin-7-yloxy)-pyrimidin-4-yl]-5-trifluoromethyl-phenyl}-amine). RXN SMILES: [N:1]1[C:10]2[C:5](=[CH:6][CH:7]=[C:8]([O:11][C:12]3[N:17]=[CH:16][N:15]=[C:14]([C:18]4[CH:23]=[CH:22][C:21]([C:24]([F:27])([F:26])[F:25])=[CH:20][C:19]=4[NH2:28])[CH:13]=3)[CH:9]=2)[CH:4]=[CH:3][CH:2]=1.[CH:29]1([CH:35]=O)[CH2:34][CH2:33][CH2:32][CH2:31][CH2:30]1.[BH-](OC(C)=O)(OC(C)=O)OC(C)=O.[Na+]>ClCCCl.C([O-])(O)=O.[Na+].O>[CH:29]1([CH2:35][NH:28][C:19]2[CH:20]=[C:21]([C:24]([F:25])([F:27])[F:26])[CH:22]=[CH:23][C:18]=2[C:14]2[CH:13]=[C:12]([O:11][C:8]3[CH:9]=[C:10]4[C:5]([CH:4]=[CH:3][CH:2]=[N:1]4)=[CH:6][CH:7]=3)[N:17]=[CH:16][N:15]=2)[CH2:34][CH2:33][CH2:32][CH2:31][CH2:30]1 |f:2.3,5.6|. Procedure details: To a solution of 2-[6-(quinolin-7-yloxy)-pyrimidin-4-yl]-5-trifluoromethyl-phenylamine, (Example 163), (0.40 g, 1.1 mmol) in 1,2-dichloroethane (11 mL) was added cyclohexanecarboxaldehyde (0.32 mL, 2.6 mmol, Aldrich) and the mixture was stirred at room temperature for 18 h. NaBH(OAc)3 (0.55 g, 2.6 mmol) was added and stirring was continued for 8 h at 40° C. The reaction was diluted with satd NaHCO3 and H2O, and extracted with EtOAc (2×75 mL). The combined extracts were washed with H2O (75 mL) an... The reactants are [Br-], CC[Mg+], [Cl-], O=Cc1ccccc1Cl, [NH4+], C1CCOC1. Yields the product CCC(O)c1ccccc1Cl. Reaction SMILES: [Br-:10].[CH2:11]([CH3:12])[Mg+:13].[Cl-:14].[Cl:1][c:2]1[c:3]([CH:4]=[O:5])[cH:6][cH:7][cH:8][cH:9]1.[NH4+:15].[O:16]1[CH2:17][CH2:18][CH2:19][CH2:20]1>>[Cl:1][c:2]1[c:3]([CH:4]([OH:5])[CH2:11][CH3:12])[cH:6][cH:7][cH:8][cH:9]1. The reactants are N(N)C1=CC2=C(N=N1)C1=C(CCC2)C=CC=C1 (3-Hydrazino-6,7-dihydro-5H-benzo[6,7]cyclohepta[1,2-c]pyridazine), C(#N)\N=C(\NC1=CC=C(C=C1)OCCN1CCCC1)/OC1=CC=CC=C1 ((Z)-phenyl N′-cyano-N-(4-(2-(pyrrolidin-1-yl)ethoxy)phenyl)carbamimidate). Run in C(C)(C)O (isopropanol), C(C)(C)O (isopropanol). Yields the product N1=NC(=CC2=C1C1=C(CCC2)C=CC=C1)N1N=C(N=C1N)NC1=CC=C(C=C1)OCCN1CCCC1 (1-(6,7-dihydro-5H-benzo[6,7]cyclohepta[1,2-c]pyridazin-3-yl)-N3-(4-(2-(pyrrolidin-1-yl)ethoxy)phenyl)-1H-1,2,4-triazole-3,5-diamine), compound #1. Reaction SMILES: [NH:1]([C:3]1[N:8]=[N:7][C:6]2[C:9]3[CH:17]=[CH:16][CH:15]=[CH:14][C:10]=3[CH2:11][CH2:12][CH2:13][C:5]=2[CH:4]=1)[NH2:2].[C:18](/[N:20]=[C:21](\OC1C=CC=CC=1)/[NH:22][C:23]1[CH:28]=[CH:27][C:26]([O:29][CH2:30][CH2:31][N:32]2[CH2:36][CH2:35][CH2:34][CH2:33]2)=[CH:25][CH:24]=1)#[N:19]>C(O)(C)C>[N:7]1[C:6]2[C:9]3[CH:17]=[CH:16][CH:15]=[CH:14][C:10]=3[CH2:11][CH2:12][CH2:13][C:5]=2[CH:4]=[C:3]([N:1]2[C:18]([NH2:19])=[N:20][C:21]([NH:22][C:23]3[CH:24]=[CH:25][C:26]([O:29][CH2:30][CH2:31][N:32]4[CH2:33][CH2:34][CH2:35][CH2:36]4)=[CH:27][CH:28]=3)=[N:2]2)[N:8]=1. Reported procedure: Diphenylcyanocarbonimidate (1.1 equiv) and 4-(2-(pyrrolidin-1-yl)ethoxy)aniline (1 equiv) were stirred in iso-propyl alcohol at ambient temperature overnight. The resulting white precipitate was filtered and washed with iso-propyl alcohol and dried to yield (Z)-phenyl N′-cyano-N-(4-(2-(pyrrolidin-1-yl)ethoxy)phenyl)carbamimidate. 3-Hydrazino-6,7-dihydro-5H-benzo[6,7]cyclohepta[1,2-c]pyridazine (82 mg, 0.36 mMol) and (Z)-phenyl N′-cyano-N-(4-(2-(pyrrolidin-1-yl)ethoxy)phenyl)carbamimidate (128 mg...